This data is from the Open Reaction Database (ORD), a public repository of structured organic reaction records. The task is: describe an organic reaction: reactants, conditions, products, and yield The reactants are CP(OCC)(=O)C1=C(C=CC(=C1)OC1=C(C=C(C=C1)C(F)(F)F)Cl)[N+](=O)[O-] (Ethyl P-methyl-2-nitro-5-(2-chloro-4-trifluoromethylphenoxy)phenylphosphinate), O (water). Run in Cl (hydrochloric acid). The product is CP(O)(=O)C1=C(C=CC(=C1)OC1=C(C=C(C=C1)C(F)(F)F)Cl)[N+](=O)[O-] (P-methyl-2-nitro-5-(2-chloro-4-trifluoromethylphenoxy)phenylphosphinic acid). RXN SMILES: [CH3:1][P:2]([C:7]1[CH:12]=[C:11]([O:13][C:14]2[CH:19]=[CH:18][C:17]([C:20]([F:23])([F:22])[F:21])=[CH:16][C:15]=2[Cl:24])[CH:10]=[CH:9][C:8]=1[N+:25]([O-:27])=[O:26])(=[O:6])[O:3]CC.O>Cl>[CH3:1][P:2]([C:7]1[CH:12]=[C:11]([O:13][C:14]2[CH:19]=[CH:18][C:17]([C:20]([F:22])([F:21])[F:23])=[CH:16][C:15]=2[Cl:24])[CH:10]=[CH:9][C:8]=1[N+:25]([O-:27])=[O:26])(=[O:3])[OH:6]. Reported procedure: Ethyl P-methyl-2-nitro-5-(2-chloro-4-trifluoromethylphenoxy)phenylphosphinate (1 g) in 20 ml of 6N hydrochloric acid is heated under reflux overnight. The solution is then poured into water and extracted with methylene chloride. The combined solvent extracts are dried over magnesium sulfate and the solvent is then evaporated off to give P-methyl-2-nitro-5-(2-chloro-4-trifluoromethylphenoxy)phenylphosphinic acid. Starting materials: C1=CC=CC=2NC3=C4C=CC=CC4=NC3=CC12 (Quindoline), C(CCC)I (butyl iodide). Reaction conditions: temperature 140 celsius. Yields the product I.C(CCC)[NH+]1C=2C=CC=CC2C=C2N=C3C=CC=CC3=C12 (5-butylquindolinium hydroiodide). As a reaction SMILES: [CH:1]1[C:17]2[CH:16]=[C:15]3[C:7](=[C:8]4[C:13](=[N:14]3)[CH:12]=[CH:11][CH:10]=[CH:9]4)[NH:6][C:5]=2[CH:4]=[CH:3][CH:2]=1.[CH2:18]([I:22])[CH2:19][CH2:20][CH3:21]>>[IH:22].[CH2:18]([NH+:6]1[C:7]2[C:15]([N:14]=[C:13]3[C:8]=2[CH:9]=[CH:10][CH:11]=[CH:12]3)=[CH:16][C:17]2[CH:1]=[CH:2][CH:3]=[CH:4][C:5]1=2)[CH2:19][CH2:20][CH3:21] |f:2.3|. Procedure details: A suspension of quindoline (1 g, 4.6 mmol) from Example 2 and butyl iodide (3 ml, 26.4 mmol) was heated in a bomb at 140° C. for 16 hours and then cooled. The solid was filtered, washed thoroughly with ether, washed with 10% EtOH in ethyl ether and then dried to afford 5-butylquindolinium hydroiodide, 1.82 g (100%) as a brown solid. Recrystallization from water gave bright yellow crystals of 5-butylquindolinium hydroiodide, mp 252-253° C.; 1H NMR (DMSO-d6) δ 12.96 (s, 1H, NH), 9.34 (s, 1H, H11),... As a reaction SMILES: [Br:1][c:2]1[cH:3][c:4]([NH:8][c:9]2[n:10][cH:11][n:12][c:13]3[cH:14][cH:15][c:16]([NH:19][c:20]4[c:21](=[O:28])[c:22](=[O:27])[c:23]4[O:24][CH2:25][CH3:26])[cH:17][c:18]23)[cH:5][cH:6][cH:7]1.[CH2:29]1[CH2:30][O:31][CH2:32][CH2:33][NH:34]1.[CH3:35][CH2:36][OH:37]>>[Br:1][c:2]1[cH:3][c:4]([NH:8][c:9]2[n:10][cH:11][n:12][c:13]3[cH:14][cH:15][c:16]([NH:19][c:20]4[c:21](=[O:28])[c:22](=[O:27])[c:23]4[N:34]4[CH2:29][CH2:30][O:31][CH2:32][CH2:33]4)[cH:17][c:18]23)[cH:5][cH:6][cH:7]1. Yields the product O=c1c(Nc2ccc3ncnc(Nc4cccc(Br)c4)c3c2)c(N2CCOCC2)c1=O. The reactants are CCOc1c(Nc2ccc3ncnc(Nc4cccc(Br)c4)c3c2)c(=O)c1=O, C1COCCN1, CCO. Starting materials: O.NN (hydrazine hydrate), ClC1=CC=C(C(=N1)C)F (6-chloro-3-fluoro-2-methylpyridine), O.NN (hydrazine hydrate). Run in C(C)(C)O (isopropanol). The product is FC=1C(=NC(=CC1)NN)C (3-fluoro-6-hydrazinyl-2-methylpyridine). Reaction SMILES: Cl[C:2]1[N:7]=[C:6]([CH3:8])[C:5]([F:9])=[CH:4][CH:3]=1.O.[NH2:11][NH2:12]>C(O)(C)C>[F:9][C:5]1[C:6]([CH3:8])=[N:7][C:2]([NH:11][NH2:12])=[CH:3][CH:4]=1 |f:1.2|. Procedure: To a mixture of 6-chloro-3-fluoro-2-methylpyridine (4.7 g, 32.3 mmol) in isopropanol (100 mL) was added hydrazine hydrate (5 g, 100 mmol). After the mixture was refluxed for 5 hrs, additional hydrazine hydrate (5 g, 100 mmol) was added, and the reaction was refluxed for 3 days. The mixture was then concentrated to dryness and stored under high vacuum overnight. This material was used without further purification. The reactants are CCOC(=O)C (EtOAc), FC1=C(OC2=CC=NC3=CC(=C(C=C23)OC)O)C=CC(=C1)[N+](=O)[O-] (4-(2-fluoro-4-nitro-phenoxy)-6-methoxy-quinolin-7-ol), C([O-])([O-])=O.[K+].[K+] (potassium carbonate), C(C)(C)(C)OC(NCCCBr)=O (tert-butyl(3-bromopropyl)carbamate). Run in CN(C)C=O (DMF). Run at temperature 90 celsius, time 3 hour. Product: FC1=C(OC2=CC=NC3=CC(=C(C=C23)OC)OCCCNC(OC(C)(C)C)=O)C=CC(=C1)[N+](=O)[O-] (tert-butyl N-[3-[[4-(2-fluoro-4-nitro-phenoxy)-6-methoxy-7-quinolyl]oxy]propyl]carbamate). RXN SMILES: [F:1][C:2]1[CH:21]=[C:20]([N+:22]([O-:24])=[O:23])[CH:19]=[CH:18][C:3]=1[O:4][C:5]1[C:14]2[C:9](=[CH:10][C:11]([OH:17])=[C:12]([O:15][CH3:16])[CH:13]=2)[N:8]=[CH:7][CH:6]=1.C(=O)([O-])[O-].[K+].[K+].[C:31]([O:35][C:36](=[O:42])[NH:37][CH2:38][CH2:39][CH2:40]Br)([CH3:34])([CH3:33])[CH3:32].CCOC(C)=O>CN(C=O)C>[F:1][C:2]1[CH:21]=[C:20]([N+:22]([O-:24])=[O:23])[CH:19]=[CH:18][C:3]=1[O:4][C:5]1[C:14]2[C:9](=[CH:10][C:11]([O:17][CH2:40][CH2:39][CH2:38][NH:37][C:36](=[O:42])[O:35][C:31]([CH3:34])([CH3:33])[CH3:32])=[C:12]([O:15][CH3:16])[CH:13]=2)[N:8]=[CH:7][CH:6]=1 |f:1.2.3|. Procedure details: To a solution of 4-(2-fluoro-4-nitro-phenoxy)-6-methoxy-quinolin-7-ol (511 mg, 1.55 mmol, 1.0 eq.) and potassium carbonate (428 mg, 3.1 mmol, 2.0 eq.) in dry DMF (10 mL) was added tert-butyl(3-bromopropyl)carbamate (480 mg, 2.01 mmol, 1.3 eq.). The mixture was stirred for 3 h at 90° C. and then cooled to RT. EtOAc was added and the organic phase was washed three times with water. The organic phase was dried over MgSO4 and solvents were removed in vacuo. The desired product R1 was obtained as bro... The reactants are Oc1cncc(Br)c1, CN(C)S(=O)(=O)Cl, CC(C)=O, [K+], [K+], [K+], O=P([O-])([O-])[O-]. The product is CN(C)S(=O)(=O)Oc1cncc(Br)c1. As a reaction SMILES: [Br:1][c:2]1[cH:3][c:4]([OH:8])[cH:5][n:6][cH:7]1.[CH3:17][N:18]([S:19](=[O:20])(=[O:21])[Cl:22])[CH3:23].[CH3:24][C:25](=[O:26])[CH3:27].[K+:14].[K+:15].[K+:16].[P:9]([O-:10])([O-:11])([O-:12])=[O:13]>>[Br:1][c:2]1[cH:3][c:4]([O:8][S:19]([N:18]([CH3:17])[CH3:23])(=[O:20])=[O:21])[cH:5][n:6][cH:7]1. The reactants are C#CCBr, C1CCOC1, O=C(NC1CCNC1=O)OCc1ccccc1, [H-], [Na+], CN(C)C=O. The product is C#CCN1CCC(NC(=O)OCc2ccccc2)C1=O. RXN SMILES: [CH2:20]([C:21]#[CH:22])[Br:23].[CH2:24]1[O:25][CH2:26][CH2:27][CH2:28]1.[CH2:3]([c:4]1[cH:5][cH:6][cH:7][cH:8][cH:9]1)[O:10][C:11]([NH:12][CH:13]1[C:14](=[O:18])[NH:15][CH2:16][CH2:17]1)=[O:19].[H-:1].[Na+:2].[O:29]=[CH:30][N:31]([CH3:32])[CH3:33]>>[CH2:3]([c:4]1[cH:5][cH:6][cH:7][cH:8][cH:9]1)[O:10][C:11]([NH:12][CH:13]1[C:14](=[O:18])[N:15]([CH2:22][C:21]#[CH:20])[CH2:16][CH2:17]1)=[O:19]. Starting materials: O=C(O)Cn1c(=O)c(=O)[nH]c2ccccc21, CO, O, O=S(=O)(O)O. Product: COC(=O)Cn1c(=O)c(=O)[nH]c2ccccc21. As a reaction SMILES: [C:1](=[O:2])([OH:3])[CH2:4][n:5]1[c:6](=[O:16])[c:7](=[O:15])[nH:8][c:9]2[cH:10][cH:11][cH:12][cH:13][c:14]12.[CH3:17][OH:18].[OH2:24].[S:19](=[O:20])(=[O:21])([OH:22])[OH:23]>>[C:1]([O:2][CH3:17])(=[O:3])[CH2:4][n:5]1[c:6](=[O:16])[c:7](=[O:15])[nH:8][c:9]2[cH:10][cH:11][cH:12][cH:13][c:14]12. Reactants: O=C([O-])[O-], CN(C)C=O, Clc1nc2ccccc2c2c1ncn2CCC1CCNCC1, O=C(O)C(F)(F)F, O=S(=O)(Cl)c1ccc(F)cc1, [K+], [K+], [Na+], [OH-]. Yields the product O=S(=O)(c1ccc(F)cc1)N1CCC(CCn2cnc3c(Cl)nc4ccccc4c32)CC1. Reaction SMILES: [C:30](=[O:31])([O-:32])[O-:33].[CH3:49][N:50]([CH3:51])[CH:52]=[O:53].[Cl:8][c:9]1[n:10][c:11]2[cH:12][cH:13][cH:14][cH:15][c:16]2[c:17]2[c:18]1[n:19][cH:20][n:21]2[CH2:22][CH2:23][CH:24]1[CH2:25][CH2:26][NH:27][CH2:28][CH2:29]1.[F:1][C:2]([F:3])([F:4])[C:5]([OH:6])=[O:7].[F:36][c:37]1[cH:38][cH:39][c:40]([S:43](=[O:44])(=[O:45])[Cl:46])[cH:41][cH:42]1.[K+:34].[K+:35].[Na+:48].[OH-:47]>>[Cl:8][c:9]1[n:10][c:11]2[cH:12][cH:13][cH:14][cH:15][c:16]2[c:17]2[c:18]1[n:19][cH:20][n:21]2[CH2:22][CH2:23][CH:24]1[CH2:25][CH2:26][N:27]([S:43]([c:40]2[cH:39][cH:38][c:37]([F:36])[cH:42][cH:41]2)(=[O:44])=[O:45])[CH2:28][CH2:29]1.